This data is from the Open Reaction Database (ORD), a public repository of structured organic reaction records. The task is: describe an organic reaction: reactants, conditions, products, and yield The reactants are [H-].[Na+] (sodium hydride), [Cl-].[NH4+] (ammonium chloride), FC(C1=CC(=NC=C1)C=1NOC(N1)=O)(F)F (3-(4-trifluoromethylpyridin-2-yl)-1,2,4-oxadiazol-5-one), ClC=1C=C(C(=O)OCCl)C=CC1Cl (chloromethyl 3,4-dichlorobenzoate). The solvent is CN(C=O)C (N,N-dimethylformamide). Run at time 15 minute. The product is ClC=1C=C(C(=O)OCN2C(=NOC2=O)C2=NC=CC(=C2)C(F)(F)F)C=CC1Cl ([3-(4-trifluoromethylpyridin-2-yl)-1,2,4-oxadiazol-5-on-4-yl]methyl 3,4-dichlorobenzoate). Isolated yield 40.8%. RXN SMILES: [H-].[Na+].[F:3][C:4]([F:18])([F:17])[C:5]1[CH:10]=[CH:9][N:8]=[C:7]([C:11]2[NH:12][O:13][C:14](=[O:16])[N:15]=2)[CH:6]=1.[Cl:19][C:20]1[CH:21]=[C:22]([CH:28]=[CH:29][C:30]=1[Cl:31])[C:23]([O:25][CH2:26]Cl)=[O:24].[Cl-].[NH4+]>CN(C)C=O>[Cl:19][C:20]1[CH:21]=[C:22]([CH:28]=[CH:29][C:30]=1[Cl:31])[C:23]([O:25][CH2:26][N:15]1[C:14](=[O:16])[O:13][N:12]=[C:11]1[C:7]1[CH:6]=[C:5]([C:4]([F:3])([F:17])[F:18])[CH:10]=[CH:9][N:8]=1)=[O:24] |f:0.1,4.5|. Procedure: Into 2 ml of N,N-dimethylformamide was suspended 0.07 g of sodium hydride (60% oily), and 0.3 g of 3-(4-trifluoromethylpyridin-2-yl)-1,2,4-oxadiazol-5-one was added at room temperature. After stirring for 15 minutes, 0.32 g of chloromethyl 3,4-dichlorobenzoate was added, and the mixture was stirred at 70° C. for 6 hours. The reaction solution was allowed to cool to room temperature, and poured into an aqueous saturated ammonium chloride solution, followed by extraction with ethyl acetate three t... Reactants: B (Borane), Example 30, C(C)C(COC1=CC=CC(=N1)C(CC#N)=O)CC (3-(6-(2-ethylbutoxy)pyridin-2-yl)-3-oxopropanenitrile), N.CO.C(Cl)Cl (NH3 MeOH CH2Cl2). The product is NCC[C@@H](O)C1=NC(=CC=C1)OCC(CC)CC ((R)-3-amino-1-(6-(2-ethylbutoxy)pyridin-2-yl)propan-1-ol). As a reaction SMILES: B.[CH2:2]([CH:4]([CH2:18][CH3:19])[CH2:5][O:6][C:7]1[N:12]=[C:11]([C:13](=[O:17])[CH2:14][C:15]#[N:16])[CH:10]=[CH:9][CH:8]=1)[CH3:3].N.CO.C(Cl)Cl>>[NH2:16][CH2:15][CH2:14][C@H:13]([C:11]1[CH:10]=[CH:9][CH:8]=[C:7]([O:6][CH2:5][CH:4]([CH2:18][CH3:19])[CH2:2][CH3:3])[N:12]=1)[OH:17] |f:2.3.4|. Procedure: Borane reduction of 3-(6-(2-ethylbutoxy)pyridin-2-yl)-3-oxopropanenitrile following the method described in Example 6 gave after flash chromatography purification (25%-30% 7N NH3/MeOH—CH2Cl2 gradient) Example 30 as a colorless oil. Yield (0.11 g, 25%); 1H NMR (400 MHz, DMSO-d6) δ 7.61 (t, J=7.6 Hz, 1H), 7.0 (d, J=7.6 Hz, 1H), 6.57 (d, J=8.4 Hz, 1H), 4.57-4.50 (m, 1H), 4.15-4.06 (m, 2H), 2.70-2.58 (m, 2H), 1.84-1.76 (m, 1H), 1.64-1.52 (m, 2H), 1.42-1.28 (m, 4H), 0.85 (t, J=7.2 Hz, 6H); RP-HPLC tR... Starting materials: COC(=O)CCc1ccc(N2CCN(c3ccc(C(C)=O)cc3)C2=O)cc1, CO, Cl, NO, C1COCCO1, O. Yields the product COC(=O)CCc1ccc(N2CCN(c3ccc(C(C)=NO)cc3)C2=O)cc1. RXN SMILES: [C:1]([CH3:2])(=[O:3])[c:4]1[cH:5][cH:6][c:7]([N:10]2[C:11](=[O:27])[N:12]([c:15]3[cH:16][cH:17][c:18]([CH2:21][CH2:22][C:23](=[O:24])[O:25][CH3:26])[cH:19][cH:20]3)[CH2:13][CH2:14]2)[cH:8][cH:9]1.[CH3:37][OH:38].[ClH:28].[NH2:29][OH:30].[O:31]1[CH2:32][CH2:33][O:34][CH2:35][CH2:36]1.[OH2:39]>>[C:1]([CH3:2])([c:4]1[cH:5][cH:6][c:7]([N:10]2[C:11](=[O:27])[N:12]([c:15]3[cH:16][cH:17][c:18]([CH2:21][CH2:22][C:23](=[O:24])[O:25][CH3:26])[cH:19][cH:20]3)[CH2:13][CH2:14]2)[cH:8][cH:9]1)=[N:29][OH:30]. The reactants are C(C)(C)(C)OC(=O)C(O)C1C=2C=CC=CC2C=2NC(C=3N(C21)C=CN3)=O (10-(1-tert-butoxycarbonyl-1-hydroxymethyl)-5H,10H-imidazo[1,2-a]indeno[1,2-e]pyrazin-4-one). The solvent is CN(C=O)C (dimethylformamide). Run at time 8 hour. Yields the product C(C)(C)(C)OC(=O)C=C1C=2C=CC=CC2C=2NC(C=3N(C21)C=CN3)=O (10-(tert-butoxycarbonylmethylene)-5H,10H-imidazo[1,2-a]indeno[1,2-e]pyrazin-4-one). The yield is 61.2%. As a reaction SMILES: [C:1]([O:5][C:6]([CH:8]([CH:10]1[C:22]2[N:21]3[CH:23]=[CH:24][N:25]=[C:20]3[C:19](=[O:26])[NH:18][C:17]=2[C:16]2[CH:15]=[CH:14][CH:13]=[CH:12][C:11]1=2)O)=[O:7])([CH3:4])([CH3:3])[CH3:2]>CN(C)C=O>[C:1]([O:5][C:6]([CH:8]=[C:10]1[C:22]2[N:21]3[CH:23]=[CH:24][N:25]=[C:20]3[C:19](=[O:26])[NH:18][C:17]=2[C:16]2[CH:15]=[CH:14][CH:13]=[CH:12][C:11]1=2)=[O:7])([CH3:4])([CH3:2])[CH3:3]. Procedure details: 5.85 g of 10-(1-tert-butoxycarbonyl-1-hydroxymethyl)-5H,10H-imidazo[1,2-a]indeno[1,2-e]pyrazin-4-one are heated to 90°-100° C. in 300 ml of dimethylformamide, filtered immediately and 150 ml of methanol and 200 ml of water are added to the filtrate, which is left overnight at a temperature in the region of 5° C. The crystals formed are filtered off, washed with 20 ml of water and dried at 80° C. under vacuum (2 mmHg; 0.26 kPa) to give 3.4 g of 10-(tert-butoxycarbonylmethylene)-5H,10H-imidazo[1,2... Reactants: CS(=O)(=O)N (methanesulfonamide), [H-].[Na+] (sodium hydride), CC1(C(NC2=CC=C(C=C2C1)C(=O)O)C1=CC(=CC=C1)[N+](=O)[O-])C (3,3-dimethyl-2-(3-nitro-phenyl)-1,2,3,4-tetrahydro-quinoline-6-carboxylic acid), C(=O)(N1C=NC=C1)N1C=NC=C1 (1,1′-carbonyldiimidazole), CS(=O)(=O)N (methanesulfonamide), [H-].[Na+] (sodium hydride). The yield is 90.1%. Reaction SMILES: [CH3:1][S:2]([NH2:5])(=[O:4])=[O:3].[H-].[Na+].[CH3:8][C:9]1([CH3:31])[CH2:18][C:17]2[C:12](=[CH:13][CH:14]=[C:15]([C:19](O)=[O:20])[CH:16]=2)[NH:11][CH:10]1[C:22]1[CH:27]=[CH:26][CH:25]=[C:24]([N+:28]([O-:30])=[O:29])[CH:23]=1.C(N1C=CN=C1)(N1C=CN=C1)=O>CN(C)C=O>[CH3:8][C:9]1([CH3:31])[CH2:18][C:17]2[C:12](=[CH:13][CH:14]=[C:15]([C:19]([NH:5][S:2]([CH3:1])(=[O:4])=[O:3])=[O:20])[CH:16]=2)[NH:11][CH:10]1[C:22]1[CH:27]=[CH:26][CH:25]=[C:24]([N+:28]([O-:30])=[O:29])[CH:23]=1 |f:1.2|. Yields the product CC1(C(NC2=CC=C(C=C2C1)C(=O)NS(=O)(=O)C)C1=CC(=CC=C1)[N+](=O)[O-])C (N-[3,3-dimethyl-2-(3-nitro-phenyl)-1,2,3,4-tetrahydro-quinoline-6-carbonyl]-methanesulfonamide). Run in CN(C=O)C (N,N-dimethylformamide), CN(C=O)C (N,N-dimethylformamide), CN(C=O)C (N,N-dimethylformamide). Reaction conditions: temperature 25 celsius, time 1 hour. Procedure details: To a suspension of methanesulfonamide (2.6 g, 27.2 mmol) in N,N-dimethylformamide (5 mL) was added sodium hydride (1.1 g, 27.5 mmol). The resulting mixture was stirred at 25° C. for 1 h. A solution of 3,3-dimethyl-2-(3-nitro-phenyl)-1,2,3,4-tetrahydro-quinoline-6-carboxylic acid (1.79 g, 5.5 mmol) and 1,1′-carbonyldiimidazole (1.78 g, 11 mmol) in N,N-dimethylformamide (5 mL) was stirred at 70° C. for 1 h. Then the above suspension of methanesulfonamide and sodium hydride in N,N-dimethylformamide... Reactants: Cl.N1CCC(CC1)/C=C/C1=CC=C(C(=O)N)C=C1 (4-[(E)-2-piperidin-4-ylvinyl]benzamide hydrochloride), [H][H] (hydrogen), CO (methanol). The reagents and catalysts are [C].[Pd] (Palladium-carbon). The solvent is O (water). Product: Cl.N1CCC(CC1)CCC1=CC=C(C(=O)N)C=C1 (4-(2-piperidin-4-ylethyl)benzamide hydrochloride). Isolated yield 56.0%. Reaction SMILES: CO.[ClH:3].[NH:4]1[CH2:9][CH2:8][CH:7](/[CH:10]=[CH:11]/[C:12]2[CH:20]=[CH:19][C:15]([C:16]([NH2:18])=[O:17])=[CH:14][CH:13]=2)[CH2:6][CH2:5]1.[H][H]>[C].[Pd].O>[ClH:3].[NH:4]1[CH2:9][CH2:8][CH:7]([CH2:10][CH2:11][C:12]2[CH:13]=[CH:14][C:15]([C:16]([NH2:18])=[O:17])=[CH:19][CH:20]=2)[CH2:6][CH2:5]1 |f:1.2,4.5,7.8|. Procedure details: 10% Palladium-carbon (catalytic amount) was added to a methanol (15 ml)/water (5 ml) solution containing 4-[(E)-2-piperidin-4-ylvinyl]benzamide hydrochloride (800 mg), followed by stirring in a hydrogen gas atmosphere at room temperature under normal pressure for 4 hours. The catalyst was removed by filtration, and the resulting filtrate was concentrated under reduced pressure. The resulting solid was recrystallized from ethanol/acetonitrile to obtain 4-(2-piperidin-4-ylethyl)benzamide hydrochlo... Reactants: C=1C=CC2=C(C1)C(=O)C=CC2=O (naphthoquinone), C=CC1CCC=CC1 (butadiene dimer), [H][H] (hydrogen). The reagents and catalysts are [Pd] (palladium-on-charcoal). Solvent: O1CCOCC1 (dioxane). Reaction conditions: time 3 hour. Product: C(CCC)C1CCCC=2C(C3=CC=CC=C3C(C12)=O)=O (1-n-butyl-1,2,3,4-tetrahydroanthraquinone). Isolated yield 59.0%. Reaction SMILES: [CH:1]1[CH:2]=[CH:3][C:4]2[C:11](=[O:12])[CH:10]=[CH:9][C:7](=[O:8])[C:5]=2[CH:6]=1.[CH2:13]=[CH:14][CH:15]1[CH2:20][CH:19]=[CH:18][CH2:17][CH2:16]1.[H][H]>[Pd].O1CCOCC1>[CH2:16]([CH:17]1[C:10]2[C:11](=[O:12])[C:4]3[C:5](=[CH:6][CH:1]=[CH:2][CH:3]=3)[C:7](=[O:8])[C:9]=2[CH2:20][CH2:19][CH2:18]1)[CH2:15][CH2:14][CH3:13]. Procedure: A solution of 78.0 g. (0.495 mole) naphthoquinone and 56.0 g. (0.52 mole) butadiene dimer in 200 ml. dioxane was heated at 90°-95° C. for 1 hour, and then at 80°-90° C. for 3 hours. The solution was then cooled and 2.0 g. 10% palladium-on-charcoal (Pd/C) catalyst added. The mixture was then hydrogenated at 42 psi until the theoretical amount of hydrogen was taken up. After removal of the catalyst by filtration and addition of 2 ml. DBN, a slow stream of air was blown through the solution for 6 h...